From a dataset of the Open Reaction Database (ORD), a public repository of structured organic reaction records. describe an organic reaction: reactants, conditions, products, and yield Reactants: C1CCOC1, O=[N+]([O-])c1ccc(O)c2ccccc12, Nc1cc(CO)ccn1, CC(C)OC(=O)N=NC(=O)OC(C)C, c1ccc(P(c2ccccc2)c2ccccc2)cc1. Product: Nc1cc(COc2ccc([N+](=O)[O-])c3ccccc23)ccn1. RXN SMILES: [CH2:57]1[O:58][CH2:59][CH2:60][CH2:61]1.[N+:1](=[O:2])([O-:3])[c:4]1[cH:5][cH:6][c:7]([OH:14])[c:8]2[cH:9][cH:10][cH:11][cH:12][c:13]12.[NH2:34][c:35]1[n:36][cH:37][cH:38][c:39]([CH2:41][OH:42])[cH:40]1.[O:43]=[C:44]([O:45][CH:46]([CH3:47])[CH3:48])[N:49]=[N:50][C:51]([O:52][CH:53]([CH3:54])[CH3:55])=[O:56].[c:15]1([P:16]([c:17]2[cH:18][cH:19][cH:20][cH:21][cH:22]2)[c:23]2[cH:24][cH:25][cH:26][cH:27][cH:28]2)[cH:29][cH:30][cH:31][cH:32][cH:33]1>>[N+:1](=[O:2])([O-:3])[c:4]1[cH:5][cH:6][c:7]([O:14][CH2:41][c:39]2[cH:38][cH:37][n:36][c:35]([NH2:34])[cH:40]2)[c:8]2[cH:9][cH:10][cH:11][cH:12][c:13]12. The reagents and catalysts are [Pd] (palladium on charcoal). Reaction conditions: time 1 hour. Solvent: CN(C)C=O (DMF). Yield: 90.4%. Procedure: A mixture of 7-benzyloxy-6-methoxy-4-(3-methylindol-5-yloxy)quinazoline (7.76 g, 18.9 mmol), ammonium formate (17.82 g, 282 mmol) and 10% palladium on charcoal (800 mg) in DMF (350 ml) was stirred at ambient temperature for 1 hour. The catalyst was filtered off through celite and the cake washed with DMF. The solvent was removed in vacuo and the residue stirred with a saturated solution of sodium hydrogen carbonate for 2 hours. The suspension was then filtered, washed with water and dried to giv... RXN SMILES: C([O:8][C:9]1[CH:18]=[C:17]2[C:12]([C:13]([O:19][C:20]3[CH:21]=[C:22]4[C:26](=[CH:27][CH:28]=3)[NH:25][CH:24]=[C:23]4[CH3:29])=[N:14][CH:15]=[N:16]2)=[CH:11][C:10]=1[O:30][CH3:31])C1C=CC=CC=1.C([O-])=O.[NH4+]>[Pd].CN(C=O)C>[OH:8][C:9]1[CH:18]=[C:17]2[C:12]([C:13]([O:19][C:20]3[CH:21]=[C:22]4[C:26](=[CH:27][CH:28]=3)[NH:25][CH:24]=[C:23]4[CH3:29])=[N:14][CH:15]=[N:16]2)=[CH:11][C:10]=1[O:30][CH3:31] |f:1.2|. The reactants are C(C1=CC=CC=C1)OC1=C(C=C2C(=NC=NC2=C1)OC=1C=C2C(=CNC2=CC1)C)OC (7-benzyloxy-6-methoxy-4-(3-methylindol-5-yloxy)quinazoline), C(=O)[O-].[NH4+] (ammonium formate). Yields the product OC1=C(C=C2C(=NC=NC2=C1)OC=1C=C2C(=CNC2=CC1)C)OC (7-hydroxy-6-methoxy-4-(3-methylindol-5-yloxy)quinazoline). The reactants are C(CC)N(N1C=CC2=CC(=CC=C12)O)C1=CC=NC=C1 (1-(propyl-4-pyridinylamino)-1H-indol-5-ol), C(=O)(N1C=NC=C1)N1C=NC=C1 (1,1'-carbonyldiimidazole), N1CCCCC1 (piperidine), C(C)(=O)O (acetic acid). Run in O1CCCC1 (tetrahydrofuran), O1CCCC1 (tetrahydrofuran). Conditions: time 24 hour. Product: N1(CCCCC1)NC(OC=1C=C2C=CN(C2=CC1)N(C1=CC=NC=C1)CCC)=O (1-(Propyl-4-pyridinylamino)-1H-indol-5-yl piperidinylcarbamate). The yield is 125.0%. RXN SMILES: [CH2:1]([N:4]([C:15]1[CH:20]=[CH:19][N:18]=[CH:17][CH:16]=1)[N:5]1[C:13]2[C:8](=[CH:9][C:10]([OH:14])=[CH:11][CH:12]=2)[CH:7]=[CH:6]1)[CH2:2][CH3:3].[C:21](N1C=CN=C1)([N:23]1C=CN=C1)=[O:22].C(O)(=O)C.[NH:37]1[CH2:42][CH2:41][CH2:40][CH2:39][CH2:38]1>O1CCCC1>[N:37]1([NH:23][C:21](=[O:22])[O:14][C:10]2[CH:9]=[C:8]3[C:13](=[CH:12][CH:11]=2)[N:5]([N:4]([CH2:1][CH2:2][CH3:3])[C:15]2[CH:20]=[CH:19][N:18]=[CH:17][CH:16]=2)[CH:6]=[CH:7]3)[CH2:42][CH2:41][CH2:40][CH2:39][CH2:38]1. Procedure details: To a solution of 1-(propyl-4-pyridinylamino)-1H-indol-5-ol (2.5 g) in 60 ml of tetrahydrofuran was added 1,1'-carbonyldiimidazole (1.83 g) and this mixture was stirred for 24 hours. Then 4.5 ml of glacial acetic acid was added to the reaction mixture followed by piperidine (0.95 g) in 10 ml of tetrahydrofuran. This mixture was then stirred for 24 hours, quenched with water and basified with saturated sodium carbonate solution and extracted with ethyl acetate. The organic layer was washed with wa... The reactants are N1(CCCCC1)CCCO (3-piperidin-1-ylpropan-1-ol), FC1=CC(=C(C=C1F)N)[N+](=O)[O-] (4,5-difluoro-2-nitrophenylamine), C([O-])(O)=O.[Na+] (sodium bicarbonate), [H-].[Na+] (sodium hydride). The solvent is O (water), C(C)(=O)OCC (ethyl acetate), CN(C=O)C (N,N-dimethylformamide), CN(C=O)C (DMF). Conditions: time 1 hour. The product is FC1=CC(=C(C=C1OCCCN1CCCCC1)N)[N+](=O)[O-] (4-fluoro-2-nitro-5-(3-piperidin-1-ylpropoxy)phenylamine). Reaction SMILES: [N:1]1([CH2:7][CH2:8][CH2:9][OH:10])[CH2:6][CH2:5][CH2:4][CH2:3][CH2:2]1.[H-].[Na+].[F:13][C:14]1[C:19](F)=[CH:18][C:17]([NH2:21])=[C:16]([N+:22]([O-:24])=[O:23])[CH:15]=1.C(=O)(O)[O-].[Na+]>CN(C)C=O.O.C(OCC)(=O)C>[F:13][C:14]1[C:19]([O:10][CH2:9][CH2:8][CH2:7][N:1]2[CH2:6][CH2:5][CH2:4][CH2:3][CH2:2]2)=[CH:18][C:17]([NH2:21])=[C:16]([N+:22]([O-:24])=[O:23])[CH:15]=1 |f:1.2,4.5|. Procedure: A solution of 1.3 mL of 3-piperidin-1-ylpropan-1-ol in 16 mL of N,N-dimethylformamide (DMF) is cooled to 0° C. with an ice bath. 345 mg of sodium hydride (60% in suspension in oil) are added in small portions. The suspension obtained is added dropwise to a suspension containing 500 mg of 4,5-difluoro-2-nitrophenylamine and 724 mg of sodium bicarbonate in 15 mL of DMF. The reaction medium is stirred for one hour at ambient temperature and then heated for 1 hour at 90° C. The cooled reaction mediu... Starting materials: FC(F)(F)c1cccnc1N1CCNCC1, FC(F)(F)c1cc(C(F)(F)F)c2nc(Cl)[nH]c2c1. Yields the product FC(F)(F)c1cc(C(F)(F)F)c2nc(N3CCN(c4ncccc4C(F)(F)F)CC3)[nH]c2c1. As a reaction SMILES: [F:19][C:20]([c:21]1[c:22]([N:27]2[CH2:28][CH2:29][NH:30][CH2:31][CH2:32]2)[n:23][cH:24][cH:25][cH:26]1)([F:33])[F:34].[F:1][C:2]([c:3]1[cH:4][c:5]([C:13]([F:14])([F:15])[F:16])[cH:6][c:7]2[nH:8][c:9]([Cl:12])[n:10][c:11]12)([F:17])[F:18]>>[F:1][C:2]([c:3]1[cH:4][c:5]([C:13]([F:14])([F:15])[F:16])[cH:6][c:7]2[nH:8][c:9]([N:30]3[CH2:29][CH2:28][N:27]([c:22]4[c:21]([C:20]([F:19])([F:33])[F:34])[cH:26][cH:25][cH:24][n:23]4)[CH2:32][CH2:31]3)[n:10][c:11]12)([F:17])[F:18]. Reactants: C(CCCCCCC)Br (octyl bromide), OC=1C=CC=2C(C3=CC=C(C=C3OC2C1)O)=O (3,6-Dihydroxy xanthone), O (water). The solvent is CO (methanol), CO (methanol). Conditions: time 120 hour. Product: C(CCCCCCC)OC=1C=CC=2C(C3=CC=C(C=C3OC2C1)O)=O (3-Octoxy-6-hydroxy xanthone). Yield: 30.0%. Reaction SMILES: [OH:1][C:2]1[CH:3]=[CH:4][C:5]2[C:6](=[O:17])[C:7]3[C:12]([O:13][C:14]=2[CH:15]=1)=[CH:11][C:10]([OH:16])=[CH:9][CH:8]=3.O.[CH2:19](Br)[CH2:20][CH2:21][CH2:22][CH2:23][CH2:24][CH2:25][CH3:26]>CO>[CH2:19]([O:1][C:2]1[CH:3]=[CH:4][C:5]2[C:6](=[O:17])[C:7]3[C:12]([O:13][C:14]=2[CH:15]=1)=[CH:11][C:10]([OH:16])=[CH:9][CH:8]=3)[CH2:20][CH2:21][CH2:22][CH2:23][CH2:24][CH2:25][CH3:26]. Procedure: 3,6-Dihydroxy xanthone (1,20 mmol) was dissolved in hot mixture of basic water (80 mmol of Na2CO3 in 100 ml of water) and 50 ml of methanol. After the compound was completely dissolved, a methanol solution of octyl bromide (40 mmol in 50 ml of methanol) was added dropwise and the reaction mixture was stirred rigorously for 120 hours at refluxing temperature. The reaction mixture was cooled to room temperature giving a precipitate. This white precipitate was then filtered, washed with water, and ...